Dataset: the Open Reaction Database (ORD), a public repository of structured organic reaction records. Task: describe an organic reaction: reactants, conditions, products, and yield Reactants: Cl (HCl), FC1=CC=C(C=C1)[C@]1(CCN(C(O1)=O)[C@@H](C)C1=CC=C(C=C1)OCC(F)(F)F)CCC(=O)O (3-((R)-6-(4-fluorophenyl)-2-oxo-3-((S)-1-(4-(2,2,2-trifluoroethoxy)phenyl)ethyl)-1,3-oxazinan-6-yl)propanoic acid), C=1C=CC2=C(C1)N=NN2O (HOBt), CCN=C=NCCCN(C)C.Cl (EDCl), CCN(C(C)C)C(C)C (DIEA). Solvent: C(Cl)Cl (CH2Cl2). Conditions: time 8 hour. Product: FC1=CC=C(C=C1)[C@]1(CCN(C(O1)=O)[C@@H](C)C1=CC=C(C=C1)OCC(F)(F)F)CCC(=O)N (3-((R)-6-(4-fluorophenyl)-2-oxo-3-((S)-1-(4-(2,2,2-trifluoroethoxy)phenyl)ethyl)-1,3-oxazinan-6-yl)propanamide). The yield is 3.6%. As a reaction SMILES: [F:1][C:2]1[CH:7]=[CH:6][C:5]([C@:8]2([CH2:29][CH2:30][C:31]([OH:33])=O)[O:13][C:12](=[O:14])[N:11]([C@H:15]([C:17]3[CH:22]=[CH:21][C:20]([O:23][CH2:24][C:25]([F:28])([F:27])[F:26])=[CH:19][CH:18]=3)[CH3:16])[CH2:10][CH2:9]2)=[CH:4][CH:3]=1.C1C=CC2N(O)N=[N:40]C=2C=1.CCN=C=NCCCN(C)C.Cl.CCN(C(C)C)C(C)C.Cl>C(Cl)Cl>[F:1][C:2]1[CH:7]=[CH:6][C:5]([C@:8]2([CH2:29][CH2:30][C:31]([NH2:40])=[O:33])[O:13][C:12](=[O:14])[N:11]([C@H:15]([C:17]3[CH:22]=[CH:21][C:20]([O:23][CH2:24][C:25]([F:28])([F:27])[F:26])=[CH:19][CH:18]=3)[CH3:16])[CH2:10][CH2:9]2)=[CH:4][CH:3]=1 |f:2.3|. Procedure details: To a solution of 3-((R)-6-(4-fluorophenyl)-2-oxo-3-((S)-1-(4-(2,2,2-trifluoroethoxy)phenyl)ethyl)-1,3-oxazinan-6-yl)propanoic acid (145 mg, 1.37 mmol) in CH2Cl2 (5 mL) was added HOBt (167 mg, 1.24 mmol), EDCl (243 mg, 1.24 mmol) and DIEA (194 mg, 1.55 mmol) under NH3 at 0° C. The mixture was stirred at rt overnight. 1N HCl was added and the mixture was extracted with CH2Cl2. The organic layer was dried and concentrated to give the residue, which was purified by preparative HPLC to give 3-((R)-6-... Starting materials: C(CCC)OP(OCCCC)OCCCC (tri-n-butylphosphite), ClC(=O)OC (methyl chloroformate). Product: COC(=O)P(OCCCC)(OCCCC)=O (di-n-butyl methoxycarbonylphosphonate). As a reaction SMILES: C([O:5][P:6]([O:12][CH2:13][CH2:14][CH2:15][CH3:16])[O:7][CH2:8][CH2:9][CH2:10][CH3:11])CCC.Cl[C:18]([O:20][CH3:21])=[O:19]>>[CH3:21][O:20][C:18]([P:6](=[O:5])([O:7][CH2:8][CH2:9][CH2:10][CH3:11])[O:12][CH2:13][CH2:14][CH2:15][CH3:16])=[O:19]. Procedure details: From 26.6 g (0.10 mole) of tri-n-butylphosphite and 18.9 g (0.20 mole) of methyl chloroformate (80° C., 6 hours). Reactants: C[Mg]Br (methylmagnesium bromide), [I-].C1(=CC=CC=C1)C1=[N+](CCC2=CC=CC=C12)CC1=CC=CC=C1 (1-phenyl-2-benzyl-3,4-dihydroisoquinolinium iodide), [Cl-].[NH4+] (ammonium chloride). Run in C(C)OCC (diethyl ether), C(C)OCC (diethyl ether). RXN SMILES: [I-].[C:2]1([C:8]2[C:17]3[C:12](=[CH:13][CH:14]=[CH:15][CH:16]=3)[CH2:11][CH2:10][N+:9]=2[CH2:18][C:19]2[CH:24]=[CH:23][CH:22]=[CH:21][CH:20]=2)[CH:7]=[CH:6][CH:5]=[CH:4][CH:3]=1.[CH3:25][Mg]Br.[Cl-].[NH4+]>C(OCC)C>[CH3:25][C:8]1([C:2]2[CH:3]=[CH:4][CH:5]=[CH:6][CH:7]=2)[C:17]2[C:12](=[CH:13][CH:14]=[CH:15][CH:16]=2)[CH2:11][CH2:10][N:9]1[CH2:18][C:19]1[CH:20]=[CH:21][CH:22]=[CH:23][CH:24]=1 |f:0.1,3.4|. Yields the product CC1(N(CCC2=CC=CC=C12)CC1=CC=CC=C1)C1=CC=CC=C1 (1-methyl-1-phenyl-2-benzyl-1,2,3,4-tetrahydroisoquinoline). Procedure: To a suspension of 1-phenyl-2-benzyl-3,4-dihydroisoquinolinium iodide (1.0 g) in diethyl ether (10 ml) was added 3 M diethyl ether solution of methylmagnesium bromide (4.5 ml). The mixture was refluxed for 30 minutes with stirring and then poured into saturated ammonium chloride aqueous solution and extracted with ethyl acetate. The separated organic layer was washed with water, sodium chloride aqueous solution and dried over magnesium sulfate and evaporated in vacuo. The residue was crystallize... Reactants: [Li]CCCC, Cc1cnc2c(c1)CCCC2, Cl, O, S=C=N[Si](N=C=S)(N=C=S)N=C=S, c1ccccc1. Yields the product Cc1cnc2c(c1)CCCC2C(N)=S. RXN SMILES: [CH2:12]([Li:13])[CH2:14][CH2:15][CH3:16].[CH3:1][c:2]1[cH:3][n:4][c:5]2[c:10]([cH:11]1)[CH2:9][CH2:8][CH2:7][CH2:6]2.[ClH:30].[OH2:37].[Si:17]([N:18]=[C:19]=[S:20])([N:21]=[C:22]=[S:23])([N:24]=[C:25]=[S:26])[N:27]=[C:28]=[S:29].[cH:31]1[cH:32][cH:33][cH:34][cH:35][cH:36]1>>[CH3:1][c:2]1[cH:3][n:4][c:5]2[c:10]([cH:11]1)[CH2:9][CH2:8][CH2:7][CH:6]2[C:19]([NH2:18])=[S:20]. Starting materials: BrC(=CC1=C(C=C(C=C1)Cl)Cl)Br (1,1-dibromo-2-(2,4-dichlorophenyl)ethene), C(CCC)[Li] (butyllithium). Solvent: C1CCOC1 (THF). Run at temperature -78 celsius, time 1 hour. Product: ClC1=C(C=CC(=C1)Cl)C#C (2,4-Dichlorophenylacetylene). Reaction SMILES: Br[C:2](Br)=[CH:3][C:4]1[CH:9]=[CH:8][C:7]([Cl:10])=[CH:6][C:5]=1[Cl:11].C([Li])CCC>C1COCC1>[Cl:11][C:5]1[CH:6]=[C:7]([Cl:10])[CH:8]=[CH:9][C:4]=1[C:3]#[CH:2]. Reported procedure: A solution of 1,1-dibromo-2-(2,4-dichlorophenyl)ethene (14 g, 42.4 mmol) in THF (100 ml) at −78° C. under nitrogen was treated with butyllithium (1.6 M solution in hexane, 28 ml, 44.8 mmol). after being stirred for 1 hour at −78° C, the reaction mixture was warmed to room temperature and stirred for another hour. The reaction was quenched with water and the product was extracted with hexanes. The extract was dried over MgSO4, filtrated and concentrated in vacuo to give the product. (Corey, E. J....